From a dataset of the Open Reaction Database (ORD), a public repository of structured organic reaction records. describe an organic reaction: reactants, conditions, products, and yield Reactants: [BH4-], CO, CC=O, COc1ccc(-c2[nH]c(-c3ccc(N)cc3)nc2C(=O)Nc2nccs2)cc1, [Na+], [Na+], C1CCOC1, O=C([O-])O, O=S(=O)(O)O. Product: CCNc1ccc(-c2nc(C(=O)Nc3nccs3)c(-c3ccc(OC)cc3)[nH]2)cc1. RXN SMILES: [BH4-:37].[CH3:49][OH:50].[CH:34]([CH3:35])=[O:36].[NH2:1][c:2]1[cH:3][cH:4][c:5](-[c:8]2[nH:9][c:10](-[c:21]3[cH:22][cH:23][c:24]([O:27][CH3:28])[cH:25][cH:26]3)[c:11]([C:13](=[O:14])[NH:15][c:16]3[s:17][cH:18][cH:19][n:20]3)[n:12]2)[cH:6][cH:7]1.[Na+:38].[Na+:39].[O:44]1[CH2:45][CH2:46][CH2:47][CH2:48]1.[OH:40][C:41](=[O:42])[O-:43].[S:29](=[O:30])(=[O:31])([OH:32])[OH:33]>>[NH:1]([c:2]1[cH:3][cH:4][c:5](-[c:8]2[nH:9][c:10](-[c:21]3[cH:22][cH:23][c:24]([O:27][CH3:28])[cH:25][cH:26]3)[c:11]([C:13](=[O:14])[NH:15][c:16]3[s:17][cH:18][cH:19][n:20]3)[n:12]2)[cH:6][cH:7]1)[CH2:34][CH3:35]. Starting materials: CCN(C(C)C)C(C)C, O=C(Cl)c1ccc(F)cc1Cl, ClCCl, FC(F)(F)c1cn2c(n1)CNCC2. The product is O=C(c1ccc(F)cc1Cl)N1CCn2cc(C(F)(F)F)nc2C1. As a reaction SMILES: [CH:14]([N:15]([CH2:16][CH3:17])[CH:18]([CH3:19])[CH3:20])([CH3:21])[CH3:22].[Cl:23][c:24]1[c:25]([C:26](=[O:27])[Cl:28])[cH:29][cH:30][c:31]([F:33])[cH:32]1.[Cl:34][CH2:35][Cl:36].[F:1][C:2]([c:3]1[n:4][c:5]2[n:6]([cH:11]1)[CH2:7][CH2:8][NH:9][CH2:10]2)([F:12])[F:13]>>[F:1][C:2]([c:3]1[n:4][c:5]2[n:6]([cH:11]1)[CH2:7][CH2:8][N:9]([C:26]([c:25]1[c:24]([Cl:23])[cH:32][c:31]([F:33])[cH:30][cH:29]1)=[O:27])[CH2:10]2)([F:12])[F:13].